Dataset: the Open Reaction Database (ORD), a public repository of structured organic reaction records. Task: describe an organic reaction: reactants, conditions, products, and yield Reactants: C1OC=2C=C(CCN)C=CC2O1 (3,4-methylenedioxyphenethylamine), ClC=1C2=C(N=C(N1)C1=CC=NO1)SC(=C2C)C (4-chloro-2-(isoxazol-5-yl)-5,6-dimethyl-thieno-[2,3-d]-pyrimidine). Yields the product O1N=CC=C1C=1N=C(C2=C(N1)SC(=C2C)C)NCCC2=CC1=C(C=C2)OCO1 (2-(isoxazol-5-yl)-4-(3,4-methylenedioxyphenethylamino)-5,6-dimethyl-thieno-[2,3-d]-pyrimidine). Reaction SMILES: [CH2:1]1[O:12][C:11]2[CH:10]=[CH:9][C:5]([CH2:6][CH2:7][NH2:8])=[CH:4][C:3]=2[O:2]1.Cl[C:14]1[C:15]2[C:27]([CH3:28])=[C:26]([CH3:29])[S:25][C:16]=2[N:17]=[C:18]([C:20]2[O:24][N:23]=[CH:22][CH:21]=2)[N:19]=1>>[O:24]1[C:20]([C:18]2[N:19]=[C:14]([NH:8][CH2:7][CH2:6][C:5]3[CH:9]=[CH:10][C:11]4[O:12][CH2:1][O:2][C:3]=4[CH:4]=3)[C:15]3[C:27]([CH3:28])=[C:26]([CH3:29])[S:25][C:16]=3[N:17]=2)=[CH:21][CH:22]=[N:23]1. Procedure details: With the procedure of Example 1, the reaction of 3,4-methylenedioxyphenethylamine with 4-chloro-2-(isoxazol-5-yl)-5,6-dimethyl-thieno-[2,3-d]-pyrimidine yields 2-(isoxazol-5-yl)-4-(3,4-methylenedioxyphenethylamino)-5,6-dimethyl-thieno-[2,3-d]-pyrimidine.